From a dataset of the Open Reaction Database (ORD), a public repository of structured organic reaction records. describe an organic reaction: reactants, conditions, products, and yield The reactants are O (water), C(C)(=O)NC=1C=CC(=C(C1)C(C)SC1=[N+](C=CC=C1)[O-])C (2-[[1-(5-acetylamino-2-methylphenyl)ethyl]thio]-pyridine-N-oxide), Na2WO4, C(C)O (ethanol), Cl (HCl), O (water), OO (H2O2), OO (hydrogen peroxide), O (water). The solvent is CO (methanol). Reaction conditions: temperature 39 celsius, time 20 minute. The product is NC=1C=CC(=C(C1)C(C)S(=O)(=O)C1=[N+](C=CC=C1)[O-])C (2-[[1-(5-amino-2-methylphenyl)ethyl]sulfonyl]-pyridine-N-oxide). RXN SMILES: C([NH:4][C:5]1[CH:6]=[CH:7][C:8]([CH3:21])=[C:9]([CH:11]([S:13][C:14]2[CH:19]=[CH:18][CH:17]=[CH:16][N+:15]=2[O-:20])[CH3:12])[CH:10]=1)(=O)C.OO.C([OH:26])C.Cl.[OH2:28]>CO>[NH2:4][C:5]1[CH:6]=[CH:7][C:8]([CH3:21])=[C:9]([CH:11]([S:13]([C:14]2[CH:19]=[CH:18][CH:17]=[CH:16][N+:15]=2[O-:20])(=[O:26])=[O:28])[CH3:12])[CH:10]=1. Reported procedure: To a stirred room temperature solution of 3.0 g (0.01 mole) of 2-[[1-(5-acetylamino-2-methylphenyl)ethyl]thio]-pyridine-N-oxide in 10 ml of methanol were added 0.12 g of Na2WO4 followed by 1 g of 35% hydrogen peroxide added over 20 minutes. The exothermic reaction was cooled using a room temperature water bath. The mixture was stirred for 20 minutes, and then treated dropwise with another 1.3 g of 35% H2O2. The mixture was warmed to 35-43° C. for two hours, and then left to stir at room temperat... Procedure: Prepared in analogy to that of 4,5-dibromo-2-bromomethyl-1-phenyl-1H-pyrrole-3-carboxylic acid ethyl ester (Example 1(a)) from 1-benzyl-2-methyl-1H-pyrrole-3-carboxylic acid ethyl ester; the title product, 1H NMR (200 MHz, CDCl3): δ (ppm)=7.30 (m, 3H), 7.00 (m, 2H), 5.40 (s, 2H), 4.77 (s, 2H), 4.35 (q, 2H, J=6.8 Hz), 1.40 (t, 3H, J=6.8 Hz). As a reaction SMILES: [CH2:1]([O:3][C:4]([C:6]1[C:10]([Br:11])=[C:9]([Br:12])[N:8]([C:13]2[CH:18]=[CH:17][CH:16]=[CH:15][CH:14]=2)[C:7]=1[CH2:19][Br:20])=[O:5])[CH3:2].[CH2:21](OC(C1C=CN(CC2C=CC=CC=2)C=1C)=O)C>>[CH2:1]([O:3][C:4]([C:6]1[C:10]([Br:11])=[C:9]([Br:12])[N:8]([CH2:13][C:18]2[CH:17]=[CH:16][CH:15]=[CH:14][CH:21]=2)[C:7]=1[CH2:19][Br:20])=[O:5])[CH3:2]. Yields the product C(C)OC(=O)C1=C(N(C(=C1Br)Br)CC1=CC=CC=C1)CBr (1-Benzyl-4,5-dibromo-2-bromomethyl-1H-pyrrole-3-carboxylic acid ethyl ester). Starting materials: C(C)OC(=O)C1=C(N(C(=C1Br)Br)C1=CC=CC=C1)CBr (4,5-dibromo-2-bromomethyl-1-phenyl-1H-pyrrole-3-carboxylic acid ethyl ester), C(C)OC(=O)C1=C(N(C=C1)CC1=CC=CC=C1)C (1-benzyl-2-methyl-1H-pyrrole-3-carboxylic acid ethyl ester). Starting materials: Cc1nc(CN2CCN(c3c(Br)cnc4[nH]c(-c5ccc(CN6CCN(C(=O)OC(C)(C)C)CC6)cc5)nc34)CC2)cs1, ClCCl, O=C(O)C(F)(F)F. Product: Cc1nc(CN2CCN(c3c(Br)cnc4[nH]c(-c5ccc(CN6CCNCC6)cc5)nc34)CC2)cs1. RXN SMILES: [C:1]([O:2][C:3](=[O:4])[N:8]1[CH2:9][CH2:10][N:11]([CH2:14][c:15]2[cH:16][cH:17][c:18](-[c:21]3[n:22][c:23]4[c:24]([n:25][cH:26][c:27]([Br:42])[c:28]4[N:29]4[CH2:30][CH2:31][N:32]([CH2:35][c:36]5[n:37][c:38]([CH3:41])[s:39][cH:40]5)[CH2:33][CH2:34]4)[nH:43]3)[cH:19][cH:20]2)[CH2:12][CH2:13]1)([CH3:5])([CH3:6])[CH3:7].[Cl:51][CH2:52][Cl:53].[F:44][C:45]([F:46])([F:47])[C:48]([OH:49])=[O:50]>>[NH:8]1[CH2:9][CH2:10][N:11]([CH2:14][c:15]2[cH:16][cH:17][c:18](-[c:21]3[n:22][c:23]4[c:24]([n:25][cH:26][c:27]([Br:42])[c:28]4[N:29]4[CH2:30][CH2:31][N:32]([CH2:35][c:36]5[n:37][c:38]([CH3:41])[s:39][cH:40]5)[CH2:33][CH2:34]4)[nH:43]3)[cH:19][cH:20]2)[CH2:12][CH2:13]1. The reactants are OC(CO)C=1C=C(OC1)[Si](CC)(CC)CC (4-(1,2-Dihydroxyethyl)-2-triethylsilylfuran), C(C)[Si](C1=CC(=CO1)C=O)(CC)CC (5-triethylsilyl-3-furaldehyde), C[Si](C)(C)C1=C(OC=C1)C=O (trimethylsilyl furaldehyde), C(C)[Si](C1=CC(=CO1)C=O)(CC)CC (5-triethylsilyl-3-furaldehyde), C(C)[Si](CC)(CC)Cl (triethylsilyl Chloride), C(CCCCCCCCCCC)(=O)Cl (dodecanoyl chloride). Run in C(C)N(CC)CC (triethylamine). Product: OC(COC(CCCCCCCCCCCC)=O)C=1C=C(OC1)[Si](CC)(CC)CC (4-(1-hydroxy-2-tridecanoyloxyethyl)-2-triethylsilylfuran). As a reaction SMILES: [OH:1][CH:2]([C:5]1[CH:6]=[C:7]([Si:10]([CH2:15][CH3:16])([CH2:13][CH3:14])[CH2:11][CH3:12])[O:8][CH:9]=1)[CH2:3][OH:4].C([Si](CC)(CC)[C:20]1OC=[C:22]([CH:25]=[O:26])[CH:21]=1)C.C[Si](C1C=COC=1C=O)(C)C.C([Si](Cl)(CC)CC)C.[C:50](Cl)(=O)[CH2:51][CH2:52][CH2:53][CH2:54][CH2:55][CH2:56][CH2:57][CH2:58]CCC>C(N(CC)CC)C>[OH:1][CH:2]([C:5]1[CH:6]=[C:7]([Si:10]([CH2:13][CH3:14])([CH2:11][CH3:12])[CH2:15][CH3:16])[O:8][CH:9]=1)[CH2:3][O:4][C:25](=[O:26])[CH2:22][CH2:21][CH2:20][CH2:50][CH2:51][CH2:52][CH2:53][CH2:54][CH2:55][CH2:56][CH2:57][CH3:58]. Procedure: 4-(1,2-Dihydroxyethyl)-2-triethylsilylfuran (prepared by the procedure of Example 1 using 5-triethylsilyl-3-furaldehyde in place of the corresponding trimethylsilyl furaldehyde and preparing the 5-triethylsilyl-3-furaldehyde by the alternative procedure using triethylsilyl Chloride) is reacted with dodecanoyl chloride in the presence of triethylamine to give 4-(1-hydroxy-2-tridecanoyloxyethyl)-2-triethylsilylfuran. Treating this 1-hydroxy compound with acetic anhydride and pyridine gives 4-(1-ac...